Dataset: the Open Reaction Database (ORD), a public repository of structured organic reaction records. Task: describe an organic reaction: reactants, conditions, products, and yield Reactants: C(C1=CC=CC=C1)N(C1=NC(=NC(=C1)COCC(F)(F)F)Cl)C (N-benzyl-2-chloro-N-methyl-6-((2,2,2-trifluoroethoxy)methyl)pyrimidin-4-amine), COC=1C=C(N)C=CC1N1C=NC(=C1)C (3-methoxy-4-(4-methyl-1H-imidazol-1-yl)aniline), C([O-])([O-])=O.[Cs+].[Cs+] (cesium carbonate), C1(CCCCC1)P(C1=C(C=CC=C1)C1=CC=CC=C1)C1CCCCC1 (2-(dicyclohexylphosphino)biphenyl). The reagents and catalysts are C(C)(=O)[O-].[Pd+2].C(C)(=O)[O-] (palladium (II) acetate). Solvent: O1CCOCC1 (dioxane). Reaction conditions: temperature 120 celsius. Yields the product C(C1=CC=CC=C1)N(C1=NC(=NC(=C1)COCC(F)(F)F)NC1=CC(=C(C=C1)N1C=NC(=C1)C)OC)C (N4-Benzyl-N2-(3-methoxy-4-(4-methyl-1H-imidazol-1-yl)phenyl)-N4-methyl-6-((2,2,2-trifluoroethoxy)methyl)pyrimidine-2,4-diamine). Isolated yield 66.4%. As a reaction SMILES: [CH2:1]([N:8]([CH3:23])[C:9]1[CH:14]=[C:13]([CH2:15][O:16][CH2:17][C:18]([F:21])([F:20])[F:19])[N:12]=[C:11](Cl)[N:10]=1)[C:2]1[CH:7]=[CH:6][CH:5]=[CH:4][CH:3]=1.[CH3:24][O:25][C:26]1[CH:27]=[C:28]([CH:30]=[CH:31][C:32]=1[N:33]1[CH:37]=[C:36]([CH3:38])[N:35]=[CH:34]1)[NH2:29].C(=O)([O-])[O-].[Cs+].[Cs+].C1(P(C2CCCCC2)C2C=CC=CC=2C2C=CC=CC=2)CCCCC1>O1CCOCC1.C([O-])(=O)C.[Pd+2].C([O-])(=O)C>[CH2:1]([N:8]([CH3:23])[C:9]1[CH:14]=[C:13]([CH2:15][O:16][CH2:17][C:18]([F:21])([F:20])[F:19])[N:12]=[C:11]([NH:29][C:28]2[CH:30]=[CH:31][C:32]([N:33]3[CH:37]=[C:36]([CH3:38])[N:35]=[CH:34]3)=[C:26]([O:25][CH3:24])[CH:27]=2)[N:10]=1)[C:2]1[CH:7]=[CH:6][CH:5]=[CH:4][CH:3]=1 |f:2.3.4,7.8.9|. Reported procedure: A mixture of N-benzyl-2-chloro-N-methyl-6-((2,2,2-trifluoroethoxy)methyl)pyrimidin-4-amine (197 mg, 0.57 mmol), 3-methoxy-4-(4-methyl-1H-imidazol-1-yl)aniline (116 mg, 0.57 mmol), cesium carbonate (371 mg, 1.14 mmol), palladium (II) acetate (19 mg, 0.09 mmol) and 2-(dicyclohexylphosphino)biphenyl (30 mg, 0.09 mmol) in dioxane (4 mL) was heated under argon at 120° C. for 90 minutes in a microwave reactor. The mixture was filtered through a short silica gel plug which was washed with 10% solution ...